From a dataset of the Open Reaction Database (ORD), a public repository of structured organic reaction records. describe an organic reaction: reactants, conditions, products, and yield Reactants: C=CCOc1nc(OCC=C)nc(OCC=C)n1, C1CCOC1, [H-], [N-]=[N+]=NCCCO, [Na+]. The product is C=CCOc1nc(OCC=C)nc(OCCCN=[N+]=[N-])n1. Reaction SMILES: [CH2:10]([CH:11]=[CH2:12])[O:13][c:14]1[n:15][c:16]([O:24][CH2:25][CH:26]=[CH2:27])[n:17][c:18]([O:20][CH2:21][CH:22]=[CH2:23])[n:19]1.[CH2:28]1[O:29][CH2:30][CH2:31][CH2:32]1.[H-:8].[N:1](=[N+:2]=[N-:3])[CH2:4][CH2:5][CH2:6][OH:7].[Na+:9]>>[N:1](=[N+:2]=[N-:3])[CH2:4][CH2:5][CH2:6][O:7][c:18]1[n:17][c:16]([O:24][CH2:25][CH:26]=[CH2:27])[n:15][c:14]([O:13][CH2:10][CH:11]=[CH2:12])[n:19]1.